Dataset: the Open Reaction Database (ORD), a public repository of structured organic reaction records. Task: describe an organic reaction: reactants, conditions, products, and yield Reactants: N#CCSCCC(F)(F)C(F)(F)F, [Na+], [Na+], O, OO, O=S([O-])[O-]. Product: N#CCS(=O)(=O)CCC(F)(F)C(F)(F)F. As a reaction SMILES: [F:1][C:2]([CH2:3][CH2:4][S:5][CH2:6][C:7]#[N:8])([C:9]([F:10])([F:11])[F:12])[F:13].[Na+:20].[Na+:21].[OH2:22].[OH:14][OH:15].[S:16](=[O:17])([O-:18])[O-:19]>>[F:1][C:2]([CH2:3][CH2:4][S:5]([CH2:6][C:7]#[N:8])(=[O:17])=[O:22])([C:9]([F:10])([F:11])[F:12])[F:13]. The reactants are OCc1cc(Br)ccc1Cl, COCCOC, O, BrP(Br)Br. Yields the product Clc1ccc(Br)cc1CBr. Reaction SMILES: [Br:1][c:2]1[cH:3][cH:4][c:5]([Cl:10])[c:6]([CH2:7][OH:8])[cH:9]1.[CH3:16][O:17][CH2:18][CH2:19][O:20][CH3:21].[OH2:15].[P:11]([Br:12])([Br:13])[Br:14]>>[Br:1][c:2]1[cH:3][cH:4][c:5]([Cl:10])[c:6]([CH2:7][Br:12])[cH:9]1. Yield: 71.5%. Procedure: To a flask containing sodium hydride (1.44 g, 60.0 mmol) suspended in DMF (60 mL, 800 mmol) at 0° C. was added benzyl alcohol (6.21 mL, 60.0 mmol) over 5 min. The reaction mixture was stirred at 0° C. for 30 min and then 3-bromo-2-fluorobenzonitrile (10.0 g, 50.0 mmol) in DMF (20 mL) was added. The reaction mixture was warmed to room temperature and stirred at 80° C. for 2 h, cooled to room temperature, and extracted with ethyl acetate (150 mL) and water (150 mL) The organic layer was washed wit... The solvent is CN(C)C=O (DMF), CN(C)C=O (DMF). RXN SMILES: [H-].[Na+].[CH2:3]([OH:10])[C:4]1[CH:9]=[CH:8][CH:7]=[CH:6][CH:5]=1.[Br:11][C:12]1[C:13](F)=[C:14]([CH:17]=[CH:18][CH:19]=1)[C:15]#[N:16]>CN(C=O)C>[CH2:3]([O:10][C:13]1[C:12]([Br:11])=[CH:19][CH:18]=[CH:17][C:14]=1[C:15]#[N:16])[C:4]1[CH:9]=[CH:8][CH:7]=[CH:6][CH:5]=1 |f:0.1|. The product is C(C1=CC=CC=C1)OC1=C(C#N)C=CC=C1Br (2-Benzyloxy-3-bromobenzonitrile). The reactants are [H-].[Na+] (sodium hydride), C(C1=CC=CC=C1)O (benzyl alcohol), BrC=1C(=C(C#N)C=CC1)F (3-bromo-2-fluorobenzonitrile). Reaction conditions: temperature 0 celsius, time 30 minute. Reactants: N,N′-carbonyldiimidazole, C(=O)(O)C=1C=CC2=C(N(C(=N2)C)CC=2N=CC3=CC=CC=C3C2)C1 (6-carboxy-1-(isoquinolin-3-ylmethyl)-2-methylbenzimidazole), C(CCCC)S(=O)(=O)N (1-pentanesulfonamide), diazabicyclo-undecene. Run in CN(C=O)C (N,N-dimethylformamide). Reaction conditions: time 1.5 hour. Yields the product C1=NC(=CC2=CC=CC=C12)CN1C(=NC2=C1C=C(C=C2)C(NS(=O)(=O)CCCCC)=O)C (1-(Isoquinolin-3-ylmethyl)-2-methyl-6-(1-pentane-sulfonylcarbamoyl)benzimidazole). The yield is 24.2%. Reaction SMILES: [C:1]([C:4]1[CH:5]=[CH:6][C:7]2[N:11]=[C:10]([CH3:12])[N:9]([CH2:13][C:14]3[N:15]=[CH:16][C:17]4[C:22]([CH:23]=3)=[CH:21][CH:20]=[CH:19][CH:18]=4)[C:8]=2[CH:24]=1)(O)=[O:2].[CH2:25]([S:30]([NH2:33])(=[O:32])=[O:31])[CH2:26][CH2:27][CH2:28][CH3:29]>CN(C)C=O>[CH:16]1[C:17]2[C:22](=[CH:21][CH:20]=[CH:19][CH:18]=2)[CH:23]=[C:14]([CH2:13][N:9]2[C:8]3[CH:24]=[C:4]([C:1](=[O:2])[NH:33][S:30]([CH2:25][CH2:26][CH2:27][CH2:28][CH3:29])(=[O:32])=[O:31])[CH:5]=[CH:6][C:7]=3[N:11]=[C:10]2[CH3:12])[N:15]=1. Reported procedure: N,N′-carbonyldiimidazole (0.324 g) was added to a solution of 6-carboxy-1-(isoquinolin-3-ylmethyl)-2-methylbenzimidazole (0.413 g) as obtained in Production Example 5 in N,N-dimethylformamide (10 ml) all at once and the mixture was stirred at room temperature for 1.5 hour. Then, 1-pentanesulfonamide (0.302 g) and diazabicyclo-undecene (0.304 g) were added thereto, and the resulting mixture was stirred at 100° C. for 6.5 hour. The reaction solution was concentrated, brine was added to the concent... Reactants: C=CCc1cc(C=O)ccc1O, N#Cc1ccc(Cl)cc1F, [F-], [K+], [Na+], CN(C)C=O, [OH-]. The product is C=CCc1cc(C=O)ccc1Oc1cc(Cl)ccc1C#N. RXN SMILES: [CH2:11]([CH:12]=[CH2:13])[c:14]1[cH:15][c:16]([CH:17]=[O:18])[cH:19][cH:20][c:21]1[OH:22].[Cl:1][c:2]1[cH:3][c:4]([F:10])[c:5]([C:6]#[N:7])[cH:8][cH:9]1.[F-:23].[K+:24].[Na+:26].[O:27]=[CH:28][N:29]([CH3:30])[CH3:31].[OH-:25]>>[Cl:1][c:2]1[cH:3][c:4]([O:22][c:21]2[c:14]([CH2:11][CH:12]=[CH2:13])[cH:15][c:16]([CH:17]=[O:18])[cH:19][cH:20]2)[c:5]([C:6]#[N:7])[cH:8][cH:9]1.